Dataset: the Open Reaction Database (ORD), a public repository of structured organic reaction records. Task: describe an organic reaction: reactants, conditions, products, and yield The reactants are CC(C)(C)OC(=O)Nc1ccc(F)c(F)c1, C=CCI, CCOC(C)=O, [H-], [Na+], CN(C)C=O. Yields the product C=CCN(C(=O)OC(C)(C)C)c1ccc(F)c(F)c1. Reaction SMILES: [C:1]([CH3:2])([CH3:3])([CH3:4])[O:5][C:6]([NH:7][c:8]1[cH:9][c:10]([F:15])[c:11]([F:14])[cH:12][cH:13]1)=[O:16].[CH2:19]([CH:20]=[CH2:21])[I:22].[CH3:28][CH2:29][O:30][C:31]([CH3:32])=[O:33].[H-:18].[Na+:17].[O:23]=[CH:24][N:25]([CH3:26])[CH3:27]>>[C:1]([CH3:2])([CH3:3])([CH3:4])[O:5][C:6]([N:7]([c:8]1[cH:9][c:10]([F:15])[c:11]([F:14])[cH:12][cH:13]1)[CH2:21][CH:20]=[CH2:19])=[O:16].